This data is from the Open Reaction Database (ORD), a public repository of structured organic reaction records. The task is: describe an organic reaction: reactants, conditions, products, and yield Reactants: C1COCCN1, CCN=C=NCCCN(C)C, COc1ccc2c(C(=O)O)nc(Nc3cc(C)[nH]n3)cc2c1, CN(C)C=O, CN1CCCC1=O, Cl, On1nnc2ccccc21. Yields the product COc1ccc2c(C(=O)N3CCOCC3)nc(Nc3cc(C)[nH]n3)cc2c1. As a reaction SMILES: [CH2:23]1[CH2:24][O:25][CH2:26][CH2:27][NH:28]1.[CH2:40]([N:41]=[C:42]=[N:43][CH2:44][CH2:45][CH2:46][N:47]([CH3:48])[CH3:49])[CH3:50].[CH3:1][O:2][c:3]1[cH:4][c:5]2[cH:6][c:7]([NH:16][c:17]3[n:18][nH:19][c:20]([CH3:22])[cH:21]3)[n:8][c:9]([C:13](=[O:14])[OH:15])[c:10]2[cH:11][cH:12]1.[CH3:51][N:52]([CH3:53])[CH:54]=[O:55].[CH3:56][N:57]1[CH2:58][CH2:59][CH2:60][C:61]1=[O:62].[ClH:39].[OH:29][n:30]1[c:31]2[cH:32][cH:33][cH:34][cH:35][c:36]2[n:37][n:38]1>>[CH3:1][O:2][c:3]1[cH:4][c:5]2[cH:6][c:7]([NH:16][c:17]3[n:18][nH:19][c:20]([CH3:22])[cH:21]3)[n:8][c:9]([C:13](=[O:15])[N:28]3[CH2:23][CH2:24][O:25][CH2:26][CH2:27]3)[c:10]2[cH:11][cH:12]1. Reactants: COc1ccc(Cn2c(=O)[nH]c3cc(Br)cc(C(F)(F)F)c32)c(OC)c1, CN(C)C=O, N#C[Cu]. Yields the product COc1ccc(Cn2c(=O)[nH]c3cc(C#N)cc(C(F)(F)F)c32)c(OC)c1. Reaction SMILES: [Br:1][c:2]1[cH:3][c:4]2[c:5]([n:6]([CH2:10][c:11]3[c:12]([O:19][CH3:20])[cH:13][c:14]([O:17][CH3:18])[cH:15][cH:16]3)[c:7](=[O:9])[nH:8]2)[c:21]([C:23]([F:24])([F:25])[F:26])[cH:22]1.[CH3:30][N:31]([CH3:32])[CH:33]=[O:34].[Cu:27][C:28]#[N:29]>>[c:2]1([C:28]#[N:29])[cH:3][c:4]2[c:5]([n:6]([CH2:10][c:11]3[c:12]([O:19][CH3:20])[cH:13][c:14]([O:17][CH3:18])[cH:15][cH:16]3)[c:7](=[O:9])[nH:8]2)[c:21]([C:23]([F:24])([F:25])[F:26])[cH:22]1.